Dataset: the Open Reaction Database (ORD), a public repository of structured organic reaction records. Task: describe an organic reaction: reactants, conditions, products, and yield The reactants are N#Cc1ccc(OCCCBr)cc1, CCOC(C)=O, CC#N, O=C(OC1CN2CCC1CC2)C1(c2ccccc2)CCCCCC1. The product is [Br-], N#Cc1ccc(OCCC[N+]23CCC(CC2)C(OC(=O)C2(c4ccccc4)CCCCCC2)C3)cc1. RXN SMILES: [Br:1][CH2:2][CH2:3][CH2:4][O:5][c:6]1[cH:7][cH:8][c:9]([C:10]#[N:11])[cH:12][cH:13]1.[CH3:38][CH2:39][O:40][C:41]([CH3:42])=[O:43].[CH3:44][C:45]#[N:46].[N:14]12[CH2:15][CH:16]([O:22][C:23](=[O:24])[C:25]3([c:32]4[cH:33][cH:34][cH:35][cH:36][cH:37]4)[CH2:26][CH2:27][CH2:28][CH2:29][CH2:30][CH2:31]3)[CH:17]([CH2:18][CH2:19]1)[CH2:20][CH2:21]2>>[Br-:1].[CH2:2]([CH2:3][CH2:4][O:5][c:6]1[cH:7][cH:8][c:9]([C:10]#[N:11])[cH:12][cH:13]1)[N+:14]12[CH2:15][CH:16]([O:22][C:23](=[O:24])[C:25]3([c:32]4[cH:33][cH:34][cH:35][cH:36][cH:37]4)[CH2:26][CH2:27][CH2:28][CH2:29][CH2:30][CH2:31]3)[CH:17]([CH2:18][CH2:19]1)[CH2:20][CH2:21]2. Reactants: ClCC1=NC2=CC=CC=C2C(N1C1=C(C=CC=C1)C(=O)OC)=O (2-chloromethyl-3-(2-methoxycarbonyl-phenyl)-4H-quinazolin-4-one), liquid, CN (methylamine). Run in COCCO (ethylene glycol monomethyl ether). The product is CN1CC=2N(C3=C(C1=O)C=CC=C3)C(C=3C=CC=CC3N2)=O (6-methyl-6,7-dihydro-5H,13H-quinazolino[3,2-a][1,4]benzodiazepine-5,13-dione). Isolated yield 82.5%. RXN SMILES: Cl[CH2:2][C:3]1[N:12]([C:13]2[CH:18]=[CH:17][CH:16]=[CH:15][C:14]=2[C:19]([O:21]C)=O)[C:11](=[O:23])[C:10]2[C:5](=[CH:6][CH:7]=[CH:8][CH:9]=2)[N:4]=1.[CH3:24][NH2:25]>COCCO>[CH3:24][N:25]1[C:11](=[O:23])[C:10]2[CH:9]=[CH:8][CH:7]=[CH:6][C:5]=2[N:4]2[C:19](=[O:21])[C:14]3[CH:15]=[CH:16][CH:17]=[CH:18][C:13]=3[N:12]=[C:3]2[CH2:2]1. Reported procedure: 16.4 g (0.05 mol) of 2-chloromethyl-3-(2-methoxycarbonyl-phenyl)-4H-quinazolin-4-one and 10 ml of liquid methylamine in 100 ml of ethylene glycol monomethyl ether are heated to 40° C. for 2 hours in an autoclave. After cooling the mixture, the colourless crystals are filtered off and washed several times with ethanol. 12 g (82.5% of theory) of 6-methyl-6,7-dihydro-5H,13H-quinazolino[3,2-a][1,4]benzodiazepine-5,13-dione are obtained. Starting materials: CS(=O)C (dimethyl sulfoxide), NC1=C(C(=C2C=3N([C@H](CO2)C)C=C(C(C13)=O)C(=O)O)F)F (8-amino-9,10-difluoro-2,3-dihydro-3-(S)-methyl-7-oxo-7H-pyrido[1,2,3-de][1,4]benzoxazine-6-carboxylic acid), C(C)(C)(C)OC(=O)NC12CNCC2C1 (1-tert-butoxycarbonylamino-3-azabicyclo[3.1.0]hexane). Solvent: C(C)N(CC)CC (triethylamine). Reaction conditions: temperature 100 celsius, time 5 minute. Yields the product NC1=C(C(=C2C=3N([C@H](CO2)C)C=C(C(C13)=O)C(=O)O)N1CC3(CC3C1)N)F (8-Amino-10-(1-amino-3-azabicyclo[3,1.0]hexan-3-yl)-9-fluoro-2,3-dihydro-3-(S)-methyl-7-oxo-7H-pyrido[1,2,3-de][1,4]-benzoxazine-6-carboxylic acid). The yield is 62.9%. RXN SMILES: CS(C)=O.[NH2:5][C:6]1[C:19]2[C:18](=[O:20])[C:17]([C:21]([OH:23])=[O:22])=[CH:16][N:11]3[C@@H:12]([CH3:15])[CH2:13][O:14][C:9]([C:10]=23)=[C:8](F)[C:7]=1[F:25].C(OC([NH:33][C:34]12[CH2:39][CH:38]1[CH2:37][NH:36][CH2:35]2)=O)(C)(C)C>C(N(CC)CC)C>[NH2:5][C:6]1[C:19]2[C:18](=[O:20])[C:17]([C:21]([OH:23])=[O:22])=[CH:16][N:11]3[C@@H:12]([CH3:15])[CH2:13][O:14][C:9]([C:10]=23)=[C:8]([N:36]2[CH2:37][CH:38]3[C:34]([NH2:33])([CH2:39]3)[CH2:35]2)[C:7]=1[F:25]. Reported procedure: To a dimethyl sulfoxide (5 ml) solution of 8-amino-9,10-difluoro-2,3-dihydro-3-(S)-methyl-7-oxo-7H-pyrido[1,2,3-de][1,4]benzoxazine-6-carboxylic acid (200 mg, 0.68 mmol) were added 1-tert-butoxycarbonylamino-3-azabicyclo[3.1.0]hexane (Fr. 1; 270 mg, 1.36 mmol) and triethylamine (1 ml), and the mixture was heated at 100° C. for 24 hours. After evaporation of the solvent under a reduced pressure, the thus obtained residue was mixed with chloroform (50 ml), the resulting solution was washed with 10... Product: ClS(=O)(=O)C=1C=C(C=CC1OC)C1=CC=C(C=C1)C#N (3-Chlorosulphonyl-4'-cyano-4-methoxy-biphenyl). Reported procedure: (The used starting compound is prepared by reacting 4'-cyano-4-methoxy-biphenyl with chloro sulfonic acid) Reaction SMILES: [C:1]([C:3]1[CH:8]=[CH:7][C:6]([C:9]2[CH:14]=[CH:13][C:12]([O:15][CH3:16])=[CH:11][CH:10]=2)=[CH:5][CH:4]=1)#[N:2].[Cl:17][S:18](O)(=[O:20])=[O:19]>>[Cl:17][S:18]([C:11]1[CH:10]=[C:9]([C:6]2[CH:5]=[CH:4][C:3]([C:1]#[N:2])=[CH:8][CH:7]=2)[CH:14]=[CH:13][C:12]=1[O:15][CH3:16])(=[O:20])=[O:19]. Reactants: C(#N)C1=CC=C(C=C1)C1=CC=C(C=C1)OC (4'-cyano-4-methoxy-biphenyl), ClS(=O)(=O)O (chloro sulfonic acid). Starting materials: ClC=1C=CC2=C(C1)OCC1=CN=C(C=C12)NC(C)=O (N-(8-chloro-5H-chromeno[3,4-c]pyridin-2-yl)acetamide), Cl (HCl). The product is ClC=1C=CC2=C(C1)OCC1=CN=C(C=C12)N (8-chloro-5H-chromeno[3,4-c]pyridin-2-amine). Reaction SMILES: [Cl:1][C:2]1[CH:3]=[CH:4][C:5]2[C:15]3[C:10](=[CH:11][N:12]=[C:13]([NH:16]C(=O)C)[CH:14]=3)[CH2:9][O:8][C:6]=2[CH:7]=1.Cl>>[Cl:1][C:2]1[CH:3]=[CH:4][C:5]2[C:15]3[C:10](=[CH:11][N:12]=[C:13]([NH2:16])[CH:14]=3)[CH2:9][O:8][C:6]=2[CH:7]=1. Reported procedure: N-(8-chloro-5H-chromeno[3,4-c]pyridin-2-yl)acetamide (0.05 g, 0.182 mmol) was taken up in 50% aqueous HCl (3 mL, 99 mmol) and refluxed for 3 h. The reaction mixture was cooled to room temperature and the volatiles were evaporated under reduced pressure. The residue was treated with water (3 mL) and extracted with dichloromethane (2×6 mL). The aqueous layer was collected and concentrated under reduced pressure to afford a 8-chloro-5H-chromeno[3,4-c]pyridin-2-amine, hydrochloride (50 mg, 0.185 mmo... Starting materials: CC(C)=O, COc1ccccc1C=O, CC(=O)O, [Ca+2], [O-]Cl, [O-]Cl, O. Yields the product COc1ccc(Cl)cc1C=O. RXN SMILES: [CH3:16][C:17](=[O:18])[CH3:19].[CH3:1][O:2][c:3]1[c:4]([CH:5]=[O:6])[cH:7][cH:8][cH:9][cH:10]1.[CH3:21][C:22](=[O:23])[OH:24].[Ca+2:13].[Cl:11][O-:12].[Cl:14][O-:15].[OH2:20]>>[CH3:1][O:2][c:3]1[c:4]([CH:5]=[O:6])[cH:7][c:8]([Cl:11])[cH:9][cH:10]1. Starting materials: C, CO, Cc1cccc(O)c1[N+](=O)[O-], [Pd]. Yields the product Cc1cccc(O)c1N. As a reaction SMILES: [C:14].[CH3:12][OH:13].[CH3:1][c:2]1[c:3]([N+:9]([O-:10])=[O:11])[c:4]([OH:8])[cH:5][cH:6][cH:7]1.[Pd:15]>>[CH3:1][c:2]1[c:3]([NH2:9])[c:4]([OH:8])[cH:5][cH:6][cH:7]1. Reactants: COCCOC (ethylene glycol dimethyl ether), BrC1=CC(=C(C(=O)OC(C)(C)C)C=C1)NC1=CC=C(C=C1)F (tert-butyl 4-bromo-2-(4-fluoroanilino)benzoate), C(=C)B1OC(C)(C)C(C)(C)O1 (vinylboronic acid pinacol ester), C([O-])([O-])=O.[K+].[K+] (potassium carbonate). The reagents and catalysts are C=1C=CC(=CC1)[P](C=2C=CC=CC2)(C=3C=CC=CC3)[Pd]([P](C=4C=CC=CC4)(C=5C=CC=CC5)C=6C=CC=CC6)([P](C=7C=CC=CC7)(C=8C=CC=CC8)C=9C=CC=CC9)[P](C=1C=CC=CC1)(C=1C=CC=CC1)C=1C=CC=CC1 (tetrakis(triphenylphosphine)palladium(0)). Run in O (water), C1(=CC=CC=C1)C (toluene), O (water). The product is FC1=CC=C(NC2=C(C(=O)OC(C)(C)C)C=CC(=C2)C=C)C=C1 (tert-butyl 2-(4-fluoroanilino)-4-vinylbenzoate). Reaction SMILES: CO[CH2:3][CH2:4]OC.Br[C:8]1[CH:20]=[CH:19][C:11]([C:12]([O:14][C:15]([CH3:18])([CH3:17])[CH3:16])=[O:13])=[C:10]([NH:21][C:22]2[CH:27]=[CH:26][C:25]([F:28])=[CH:24][CH:23]=2)[CH:9]=1.C(B1OC(C)(C)C(C)(C)O1)=C.C(=O)([O-])[O-].[K+].[K+]>C1C=CC([P]([Pd]([P](C2C=CC=CC=2)(C2C=CC=CC=2)C2C=CC=CC=2)([P](C2C=CC=CC=2)(C2C=CC=CC=2)C2C=CC=CC=2)[P](C2C=CC=CC=2)(C2C=CC=CC=2)C2C=CC=CC=2)(C2C=CC=CC=2)C2C=CC=CC=2)=CC=1.O.C1(C)C=CC=CC=1>[F:28][C:25]1[CH:26]=[CH:27][C:22]([NH:21][C:10]2[CH:9]=[C:8]([CH:3]=[CH2:4])[CH:20]=[CH:19][C:11]=2[C:12]([O:14][C:15]([CH3:18])([CH3:17])[CH3:16])=[O:13])=[CH:23][CH:24]=1 |f:3.4.5,^1:49,51,70,89|. Procedure: To a mixed solution of ethylene glycol dimethyl ether 50 mL and water 15 mL of tert-butyl 4-bromo-2-(4-fluoroanilino)benzoate 5.0 g were added vinylboronic acid pinacol ester 2.7 mL, potassium carbonate 2.3 g and tetrakis(triphenylphosphine)palladium(0) 0.80 g at room temperature sequentially, and it was heated and refluxed under nitrogen atmosphere for 4 hours. After the reaction mixture was cooled to room temperature, toluene and water were added to it. The organic layer was separated and coll... Starting materials: [OH-].[Na+] (NaOH), Cl (HCl), Cl.NCCN1C(NC2=C1C=CC=C2)=O (1-(2-aminoethyl)-1,3-dihydro-2H-benzimidazol-2-one hydrochloride), C(C)(=O)OC(C)=O (acetic anhydride). Run in O (water), O (water), O1CCOCC1 (dioxane). Reaction conditions: time 2 hour. The product is O=C1NC2=C(N1CCNC(C)=O)C=CC=C2 (N-[2-(2-oxo-2,3-Dihydro-1H-benzimidazol-1-yl)ethyl]-acetamide). RXN SMILES: [OH-].[Na+].Cl.[NH2:4][CH2:5][CH2:6][N:7]1[C:11]2[CH:12]=[CH:13][CH:14]=[CH:15][C:10]=2[NH:9][C:8]1=[O:16].[C:17](OC(=O)C)(=[O:19])[CH3:18].Cl>O.O1CCOCC1>[O:16]=[C:8]1[N:7]([CH2:6][CH2:5][NH:4][C:17](=[O:19])[CH3:18])[C:11]2[CH:12]=[CH:13][CH:14]=[CH:15][C:10]=2[NH:9]1 |f:0.1,2.3|. Procedure: To a cooled solution of NaOH (0.41 g, 10 mmoles) in water (5 ml) were simultaneously added 1-(2-aminoethyl)-1,3-dihydro-2H-benzimidazol-2-one hydrochloride (0.7 g, 3.3 mmoles) and a solution of acetic anhydride (0.37 ml, 3.9 mmoles) in dioxane (10 ml). The reaction mixture was stirred for 2 hours at room temperature and then taken to dryness. The residue was dissolved in water, adjusted to pH 4 with 10% aqueous HCl, and extracted with CHCl3. The organic layer was taken to dryness and from the cr...